Dataset: the Open Reaction Database (ORD), a public repository of structured organic reaction records. Task: describe an organic reaction: reactants, conditions, products, and yield Reactants: C([O-])([O-])=O.[K+].[K+] (potassium carbonate), COC(CCCC(=O)C1=CC=C(C(=N1)I)OC)=O (5-(2-iodo-3-methoxy-6-pyridyl)-5-oxopentanoic acid methyl ester), COC(C=C)=O (acrylic acid methyl ester). Reagents/catalysts: [Br-].C(CCC)[N+](CCCC)(CCCC)CCCC (tetrabutylammonium bromide), C(C)(=O)[O-].[Pd+2].C(C)(=O)[O-] (palladium acetate). The solvent is CN(C=O)C (dimethylformamide). Run at temperature 100 celsius, time 5 hour. Yields the product COC(CCCC(=O)C1=CC=C(C(=N1)\C=C\C(=O)OC)OC)=O (5-{3-methoxy-2-[2-methoxycarbonyl-(1E)-1-ethenyl-]-6-pyridyl}-5-oxopentanoic acid methyl ester). As a reaction SMILES: C(=O)([O-])[O-].[K+].[K+].[CH3:7][O:8][C:9](=[O:24])[CH2:10][CH2:11][CH2:12][C:13]([C:15]1[N:20]=[C:19](I)[C:18]([O:22][CH3:23])=[CH:17][CH:16]=1)=[O:14].[CH3:25][O:26][C:27](=[O:30])[CH:28]=[CH2:29]>[Br-].C([N+](CCCC)(CCCC)CCCC)CCC.CN(C)C=O.C([O-])(=O)C.[Pd+2].C([O-])(=O)C>[CH3:7][O:8][C:9](=[O:24])[CH2:10][CH2:11][CH2:12][C:13]([C:15]1[N:20]=[C:19](/[CH:29]=[CH:28]/[C:27]([O:26][CH3:25])=[O:30])[C:18]([O:22][CH3:23])=[CH:17][CH:16]=1)=[O:14] |f:0.1.2,5.6,8.9.10|. Reported procedure: 244 mg of palladium acetate, 3.66 g of potassium carbonate and 3.4 g of tetrabutylammonium bromide are added to a solution of 3.87 g of 5-(2-iodo-3-methoxy-6-pyridyl)-5-oxopentanoic acid methyl ester and 1.87 ml of acrylic acid methyl ester in 10 ml of dimethylformamide, and the suspension is heated to 100° C. with stirring and under argon atmosphere for 5 hours. The solvent is removed in a vacuum, the residue is mixed with water, shaken out with ethyl acetate, the organic phase is dried on sodi... Starting materials: N1(C2C(CCC1)CNC2)C(=O)OC(C)(C)C (t-butyl octahydro-1H-pyrrolo[3,4-b]pyridine-1-carboxylate), CC1=CC=C(C=C1)S(=O)(=O)OC=1C2=C(N=CN1)C1=C(CCC2)C=CC=C1 (6,7-dihydro-5H-benzo[6,7]cyclohepta[1,2-d]pyrimidin-4-yl 4-methylbenzenesulfonate), CC1=CC=C(C=C1)S(=O)(=O)OC=1C2=C(N=C(N1)N)C1=C(CCC2)C=CC=C1 (2-amino-6,7-dihydro-5H-benzo[6,7]cyclohepta[1,2-d]pyrimidin-4-yl 4-methylbenzenesulfonate). The product is CN[C@H]1CN(CC1)C=1C2=C(N=CN1)C1=C(CCC2)C=CC=C1 (4-(3-(R)-Methylamino-pyrrolidin-1-yl)-6,7-dihydro-5H-benzo[6,7]cyclohepta[1,2-d]pyrimidine). RXN SMILES: [N:1]1([C:10](OC(C)(C)C)=O)CCC[CH:3]2[CH2:7][NH:8][CH2:9][CH:2]12.CC1C=CC(S(O[C:28]2[C:29]3[CH2:38][CH2:37][CH2:36][C:35]4[CH:39]=[CH:40][CH:41]=[CH:42][C:34]=4[C:30]=3[N:31]=[CH:32][N:33]=2)(=O)=O)=CC=1.CC1C=CC(S(OC2C3CCCC4C=CC=CC=4C=3N=C(N)N=2)(=O)=O)=CC=1>>[CH3:10][NH:1][C@@H:2]1[CH2:3][CH2:7][N:8]([C:28]2[C:29]3[CH2:38][CH2:37][CH2:36][C:35]4[CH:39]=[CH:40][CH:41]=[CH:42][C:34]=4[C:30]=3[N:31]=[CH:32][N:33]=2)[CH2:9]1. Procedure details: The title compound was prepared using the procedure outlined in Example 59D substituting Example 1E for t-butyl octahydro-1H-pyrrolo[3,4-b]pyridine-1-carboxylate, and substituting the product from Example 118C for the product from Example 59C, followed by the procedure outlined in Example 59E. 1H NMR (CD3OD) δ 1.84-1.98 (m, 1H), 2.17-2.27 (m, 1H), 2.28-2.36 (m, 2H), 2.41-2.50 (m, 5H), 2.66 (t, 2H), 3.33-3.40 (m, 1H), 3.52-3.61 (m, 1H), 3.72-3.80 (m, 1H), 3.83-3.93 (m, 2H), 7.27-7.33 (m, 1H), 7.3... The reactants are CC(=O)OCC1=C2C=CC=CC2=C(C3=CC=CC=C31)COC(=O)C (acetic), dichloroacetyl anhydride, C(C1=CC=CC=C1)(=O)Cl (benzoyl chloride). The product is C(C1=CC=CC=C1)(=O)O (benzoic acid). As a reaction SMILES: CC(OC[C:6]1[C:19]2[C:14](=CC=CC=2)[C:13]([CH2:20][O:21]C(C)=O)=[C:12]2[C:7]=1C=CC=C2)=O.C(Cl)(=[O:32])C1C=CC=CC=1>>[C:20]([OH:21])(=[O:32])[C:13]1[CH:12]=[CH:7][CH:6]=[CH:19][CH:14]=1. Reported procedure: Preferred acylation agents are acetic, propanoic, benzoic, monochloroacetyl, and dichloroacetyl anhydride, also benzoyl chloride. The reactants are C(CCC#C)OC1OCCCC1 (2-(pent-4-yn-1-yloxy)tetrahydro-2H-pyran), ClC1=CC=C(C=O)C=C1 (4-chlorobenzaldehyde), [Cl-].[NH4+] (ammonium chloride), solution, C(CCC)[Li] (n-butyllithium). Solvent: O1CCCC1 (tetrahydrofuran), O1CCCC1 (tetrahydrofuran), CCCCCC (hexane). Run at time 1 hour. Yields the product ClC1=CC=C(C=C1)C(C#CCCCOC1OCCCC1)O (1-(4-chlorophenyl)-6-(tetrahydro-2H-pyran-2-yloxy)hex-2-yn-1-ol). Yield: 68.4%. RXN SMILES: C([Li])CCC.[CH2:6]([O:11][CH:12]1[CH2:17][CH2:16][CH2:15][CH2:14][O:13]1)[CH2:7][CH2:8][C:9]#[CH:10].[Cl:18][C:19]1[CH:26]=[CH:25][C:22]([CH:23]=[O:24])=[CH:21][CH:20]=1.[Cl-].[NH4+]>CCCCCC.O1CCCC1>[Cl:18][C:19]1[CH:26]=[CH:25][C:22]([CH:23]([OH:24])[C:10]#[C:9][CH2:8][CH2:7][CH2:6][O:11][CH:12]2[CH2:17][CH2:16][CH2:15][CH2:14][O:13]2)=[CH:21][CH:20]=1 |f:3.4|. Reported procedure: 61.5 ml of 1.6M solution of n-butyllithium (98,4 mmol) in hexane are added dropwise to a solution, cooled to −78° C. under argon, of 13.25 g (78.8 mmol) of 2-(pent-4-yn-1-yloxy)tetrahydro-2H-pyran in 130 ml of anhydrous tetrahydrofuran. Stirring is continued at −78° C. for 1 hour and then a solution of 12.18 g (86.6 mmol) of 4-chlorobenzaldehyde in 40 ml of tetrahydrofuran is added dropwise. Stirring is continued at −78° C. for 2 hours and then the solution is reheated to 0° C. and is poured ont...